From a dataset of the Open Reaction Database (ORD), a public repository of structured organic reaction records. describe an organic reaction: reactants, conditions, products, and yield As a reaction SMILES: [BH4-:32].[CH3:35][OH:36].[Cl:1][c:2]1[cH:3][cH:4][c:5]([S:8][c:9]2[c:10]3[n:11]([c:12]4[cH:13][c:14]([F:24])[cH:15][c:16]([C:18]([C:19]([F:20])([F:21])[F:22])=[O:23])[c:17]24)[CH2:25][CH2:26][CH:27]3[CH2:28][C:29](=[O:30])[OH:31])[cH:6][cH:7]1.[ClH:34].[Na+:33]>>[Cl:1][c:2]1[cH:3][cH:4][c:5]([S:8][c:9]2[c:10]3[n:11]([c:12]4[cH:13][c:14]([F:24])[cH:15][c:16]([CH:18]([C:19]([F:20])([F:21])[F:22])[OH:23])[c:17]24)[CH2:25][CH2:26][CH:27]3[CH2:28][C:29](=[O:30])[OH:31])[cH:6][cH:7]1. Product: O=C(O)CC1CCn2c1c(Sc1ccc(Cl)cc1)c1c(C(O)C(F)(F)F)cc(F)cc12. Starting materials: [BH4-], CO, O=C(O)CC1CCn2c1c(Sc1ccc(Cl)cc1)c1c(C(=O)C(F)(F)F)cc(F)cc12, Cl, [Na+]. The reactants are N1C(C2(CCC1=O)C1CCC(C2)CC1)=O (spiro[bicyclo[2.2.2]octane-2,3'-piperidine]-2',6'-dione), [OH-].[Na+] (sodium hydroxide), [H-].[Al+3].[Li+].[H-].[H-].[H-] (lithium aluminum hydride), CCOCC (ether). Run in O (water), O (water). Conditions: time 1 hour. The product is N1CC2(CCC1)C1CCC(C2)CC1 (spiro[bicyclo[2.2.2]octane-2,3'-piperidine]). RXN SMILES: [NH:1]1[C:6](=O)[CH2:5][CH2:4][C:3]2([CH2:12][CH:11]3[CH2:13][CH2:14][CH:8]2[CH2:9][CH2:10]3)[C:2]1=O.[H-].[Al+3].[Li+].[H-].[H-].[H-].CCOCC.[OH-].[Na+]>O>[NH:1]1[CH2:6][CH2:5][CH2:4][C:3]2([CH2:12][CH:11]3[CH2:13][CH2:14][CH:8]2[CH2:9][CH2:10]3)[CH2:2]1 |f:1.2.3.4.5.6,8.9|. Reported procedure: An amount of 50 g (0.24 mole) of spiro[bicyclo[2.2.2]octane-2,3'-piperidine]-2',6'-dione is introduced portionwise by means of a connecting tube in the course of 15-20 minutes, with stirring, into a mixture of 14 g (0.37 mole) of lithium aluminum hydride in 3 liters of abs. ether. The temperature during the addition is not to exceed 25°. The mixture is refluxed under nitrogen for 32 hours. After subsequent cooling, successive additions are made dropwise of 14 ml of water, 28 ml of 2N sodium hydr... The reactants are OC1=C(C=CC2=CC=CC=C12)C(=O)OC (methyl 1-hydroxy-naphthalene-2-carboxylate), COCCBr (2-bromoethyl methyl ether). Yields the product COCCOC1=C(C=CC2=CC=CC=C12)C(=O)OC (methyl 1-(2-methoxy-ethoxy)-naphthalene-2-carboxylate). Reaction SMILES: [OH:1][C:2]1[C:11]2[C:6](=[CH:7][CH:8]=[CH:9][CH:10]=2)[CH:5]=[CH:4][C:3]=1[C:12]([O:14][CH3:15])=[O:13].[CH3:16][O:17][CH2:18][CH2:19]Br>>[CH3:16][O:17][CH2:18][CH2:19][O:1][C:2]1[C:11]2[C:6](=[CH:7][CH:8]=[CH:9][CH:10]=2)[CH:5]=[CH:4][C:3]=1[C:12]([O:14][CH3:15])=[O:13]. Procedure: By alkylating methyl 1-hydroxy-naphthalene-2-carboxylate analogously to Example 1 (g) with 2-bromoethyl methyl ether there was obtained methyl 1-(2-methoxy-ethoxy)-naphthalene-2-carboxylate, which was subsequently converted analogously to Example 5 (b)-(c) firstly into [1-(2-methoxy-ethoxy)-naphthalen-2-yl]-methanol and then into 2-chloromethyl-1-(2-methoxy-ethoxy)-naphthalene, which was finally obtained as a beige solid; MS: 250 (M)+. Starting materials: CCOP(=O)(CC#N)OCC, CCOc1cc(C(=O)c2ccccc2)ccc1OC, C1CCOC1, C[Si](C)(C)[N-][Si](C)(C)C, [Li+]. Product: CCOc1cc(C(=CC#N)c2ccccc2)ccc1OC. RXN SMILES: [CH2:1]([O:2][P:3](=[O:4])([O:5][CH2:6][CH3:7])[CH2:9][C:10]#[N:11])[CH3:8].[CH2:22]([CH3:23])[O:24][c:25]1[cH:26][c:27]([C:28](=[O:29])[c:30]2[cH:31][cH:32][cH:33][cH:34][cH:35]2)[cH:36][cH:37][c:38]1[O:39][CH3:40].[CH2:41]1[O:42][CH2:43][CH2:44][CH2:45]1.[CH3:12][Si:13]([CH3:14])([CH3:15])[N-:16][Si:17]([CH3:18])([CH3:19])[CH3:20].[Li+:21]>>[CH:9]([C:10]#[N:11])=[C:28]([c:27]1[cH:26][c:25]([O:24][CH2:22][CH3:23])[c:38]([O:39][CH3:40])[cH:37][cH:36]1)[c:30]1[cH:31][cH:32][cH:33][cH:34][cH:35]1.